This data is from the Open Reaction Database (ORD), a public repository of structured organic reaction records. The task is: describe an organic reaction: reactants, conditions, products, and yield Reactants: NC1=NC(=NC(=C1O)N)C1=NN(C2=NC=CC=C21)CC2=C(C=CC=C2)F (4,6-Diamino-2-[1-(2-fluorobenzyl)-1H-pyrazolo[3,4-b]pyridin-3-yl]pyrimidin-5-ol), C(C)(C)N(C(C)C)CC (N,N-diisopropylethylamine), C(=O)(N1C=NC=C1)N1C=NC=C1 (carbonyldiimidazole). The solvent is CN(C=O)C (dimethylformamide). Conditions: time 8 hour. Yields the product NC=1C2=C(N=C(N1)C1=NN(C3=NC=CC=C31)CC3=C(C=CC=C3)F)NC(O2)=O (7-Amino-5-[1-(2-fluorobenzyl)-1H-pyrazolo[3,4-b]pyridin-3-yl][1,3]oxazolo[4,5-d]pyrimidin-2(3H)-one). Yield: 52.7%. RXN SMILES: [NH2:1][C:2]1[C:7]([OH:8])=[C:6]([NH2:9])[N:5]=[C:4]([C:10]2[C:18]3[C:13](=[N:14][CH:15]=[CH:16][CH:17]=3)[N:12]([CH2:19][C:20]3[CH:25]=[CH:24][CH:23]=[CH:22][C:21]=3[F:26])[N:11]=2)[N:3]=1.C(N(CC)C(C)C)(C)C.[C:36](N1C=CN=C1)(N1C=CN=C1)=[O:37]>CN(C)C=O>[NH2:9][C:6]1[C:7]2[O:8][C:36](=[O:37])[NH:1][C:2]=2[N:3]=[C:4]([C:10]2[C:18]3[C:13](=[N:14][CH:15]=[CH:16][CH:17]=3)[N:12]([CH2:19][C:20]3[CH:25]=[CH:24][CH:23]=[CH:22][C:21]=3[F:26])[N:11]=2)[N:5]=1. Procedure details: 159 mg (0.453 mmol) of the compound prepared in example 58A in dimethylformamide (10 ml) were admixed with 94 μl (0.543 mmol) of N,N-diisopropylethylamine and 88 mg (0.543 mmol) of carbonyldiimidazole, and the mixture was stirred at RT overnight. The mixture was filtered, the filtrate was concentrated and the residue was purified by means of preparative HPLC (acetonitrile:water (+0.05% formic acid) gradient). 90 mg of the title compound were obtained (52% of theory). Starting materials: CNC, O=C(O)c1cc(-c2csc(-c3cnccc3C(F)(F)F)n2)ccc1F, O=S(Cl)Cl. Product: CN(C)C(=O)c1cc(-c2csc(-c3cnccc3C(F)(F)F)n2)ccc1F. Reaction SMILES: [CH3:30][NH:31][CH3:32].[F:1][c:2]1[c:3]([C:4](=[O:5])[OH:6])[cH:7][c:8](-[c:11]2[n:12][c:13](-[c:16]3[cH:17][n:18][cH:19][cH:20][c:21]3[C:22]([F:23])([F:24])[F:25])[s:14][cH:15]2)[cH:9][cH:10]1.[S:26]([Cl:27])([Cl:28])=[O:29]>>[F:1][c:2]1[c:3]([C:4](=[O:5])[N:31]([CH3:30])[CH3:32])[cH:7][c:8](-[c:11]2[n:12][c:13](-[c:16]3[cH:17][n:18][cH:19][cH:20][c:21]3[C:22]([F:23])([F:24])[F:25])[s:14][cH:15]2)[cH:9][cH:10]1.